The task is: describe an organic reaction: reactants, conditions, products, and yield. This data is from the Open Reaction Database (ORD), a public repository of structured organic reaction records. The reactants are CC1CC(NN1C1=CC=CC=C1)=O (5-methyl-1-phenylpyrazolin-3-one), BrCCCl (1-bromo-2-chloroethane). Solvent: CO (methanol), C(Cl)Cl (methylene chloride), O (water). Conditions: time 30 minute. Product: ClCCN1N(C(CC1=O)C)C1=CC=CC=C1 (2-(2-chloroethyl)-5-methyl-1-phenylpyrazolin-3-one). The yield is 56.6%. As a reaction SMILES: [CH3:1][CH:2]1[N:6]([C:7]2[CH:12]=[CH:11][CH:10]=[CH:9][CH:8]=2)[NH:5][C:4](=[O:13])[CH2:3]1.Br[CH2:15][CH2:16][Cl:17]>CO.C(Cl)Cl.O>[Cl:17][CH2:16][CH2:15][N:5]1[C:4](=[O:13])[CH2:3][CH:2]([CH3:1])[N:6]1[C:7]1[CH:8]=[CH:9][CH:10]=[CH:11][CH:12]=1. Procedure details: A sodium methylate solution, obtained from 3.9 g sodium and 80 ml methanol is added to a suspension of 26.1 g 5-methyl-1-phenylpyrazolin-3-one in 200 ml methanol. After stirring for 30 minutes, 43.02 g 1-bromo-2-chloroethane are added to the clear solution at ambient temperature. The reaction mixture is heated for 15 hours under reflux. Then the solvent is drawn off under reduced pressure. The residue which remains is dissolved in 250 ml methylene chloride and 100 ml water. The organic phase is ... RXN SMILES: [C:26]([O:27][BH-:28]([O:29][C:30](=[O:31])[CH3:32])[O:33][C:34](=[O:35])[CH3:36])(=[O:37])[CH3:38].[CH3:22][C:23](=[O:24])[OH:25].[Cl:45][CH2:46][CH2:47][Cl:48].[NH2:14][CH2:15][c:16]1[cH:17][cH:18][cH:19][cH:20][cH:21]1.[Na+:39].[Na+:44].[O-:40][C:41]([OH:42])=[O:43].[c:1]1([N:7]2[CH2:8][CH2:9][C:10](=[O:13])[CH2:11][CH2:12]2)[cH:2][cH:3][cH:4][cH:5][cH:6]1>>[c:1]1([N:7]2[CH2:8][CH2:9][CH:10]([NH:14][CH2:15][c:16]3[cH:17][cH:18][cH:19][cH:20][cH:21]3)[CH2:11][CH2:12]2)[cH:2][cH:3][cH:4][cH:5][cH:6]1. Product: c1ccc(CNC2CCN(c3ccccc3)CC2)cc1. Reactants: CC(=O)O[BH-](OC(C)=O)OC(C)=O, CC(=O)O, ClCCCl, NCc1ccccc1, [Na+], [Na+], O=C([O-])O, O=C1CCN(c2ccccc2)CC1. Starting materials: C(C)(C)(C)OC(=O)NC=1C(=CC(=C(C1)N1C=C(C(C2=CC(=C(C(=C12)Cl)F)F)=O)C(=O)OCC)F)F (Ethyl 1-(5-tert-butoxycarbonylamino-2,4-difluorophenyl)-8-chloro-6,7-difluoro-4-oxo-1,4-dihydroquinoline-3-carboxylate), [N-]=[N+]=[N-].[Na+] (sodium azide), CN(C=O)C (N,N-dimethylformamide). The solvent is C(C)(=O)OCC (ethyl acetate). Run at temperature 60 celsius, time 8 hour. The product is N(=[N+]=[N-])C1=C(C=C2C(C(=CN(C2=C1Cl)C1=C(C=C(C(=C1)NC(=O)OC(C)(C)C)F)F)C(=O)OCC)=O)F (Ethyl 7-Azido-1-(5-tert-butoxycarbonylamino-2,4-difluorophenyl)-8-chloro-6-fluoro-4-oxo-1,4-dihydroquinoline-3-carboxylate). The yield is 79.3%. Reaction SMILES: [C:1]([O:5][C:6]([NH:8][C:9]1[C:10]([F:35])=[CH:11][C:12]([F:34])=[C:13]([N:15]2[C:24]3[C:19](=[CH:20][C:21]([F:27])=[C:22](F)[C:23]=3[Cl:25])[C:18](=[O:28])[C:17]([C:29]([O:31][CH2:32][CH3:33])=[O:30])=[CH:16]2)[CH:14]=1)=[O:7])([CH3:4])([CH3:3])[CH3:2].[N-:36]=[N+:37]=[N-:38].[Na+].CN(C)C=O>C(OCC)(=O)C>[N:36]([C:22]1[C:23]([Cl:25])=[C:24]2[C:19]([C:18](=[O:28])[C:17]([C:29]([O:31][CH2:32][CH3:33])=[O:30])=[CH:16][N:15]2[C:13]2[CH:14]=[C:9]([NH:8][C:6]([O:5][C:1]([CH3:2])([CH3:4])[CH3:3])=[O:7])[C:10]([F:35])=[CH:11][C:12]=2[F:34])=[CH:20][C:21]=1[F:27])=[N+:37]=[N-:38] |f:1.2|. Procedure details: Ethyl 1-(5-tert-butoxycarbonylamino-2,4-difluorophenyl)-8-chloro-6,7-difluoro-4-oxo-1,4-dihydroquinoline-3-carboxylate (1,545 mg) and sodium azide (230 mg) were added to N,N-dimethylformamide (20 ml), and the mixture was stirred overnight at 60° C. After the reaction mixture was cooled back to room temperature, ethyl acetate (100 ml) was added to the reaction mixture, and the resultant mixture was washed 3 times with water (100 ml). After an organic layer was dried over anhydrous magnesium sulfa... Reactants: S(=O)(=O)(O)O.NC1=NC(=C(C(=N1)N)O)C (2,4-Diamino-5-hydroxy-6-methylpyrimidine dihydrogen sulphate), C[O-].[Na+] (sodium methoxide), ClC1=CC=C(C=C1)C1=CC=C(OCCCBr)C=C1 (3-[4-(4-chlorophenyl)-phenoxy]propyl bromide). The solvent is O1CCCC1 (tetrahydrofuran). Run at temperature 40 celsius. Product: Cl.NC1=NC(=C(C(=N1)N)OCCCOC1=CC=C(C=C1)C1=CC=C(C=C1)Cl)C (2,4-diamino-5-[3-{4-(4-chlorophenyl)phenoxy}propoxy]-6-methylpyrimidine monohydrochloride). Yield: 146.4%. As a reaction SMILES: S(O)(O)(=O)=O.[NH2:6][C:7]1[N:12]=[C:11]([NH2:13])[C:10]([OH:14])=[C:9]([CH3:15])[N:8]=1.C[O-].[Na+].[Cl:19][C:20]1[CH:25]=[CH:24][C:23]([C:26]2[CH:36]=[CH:35][C:29]([O:30][CH2:31][CH2:32][CH2:33]Br)=[CH:28][CH:27]=2)=[CH:22][CH:21]=1>O1CCCC1>[ClH:19].[NH2:6][C:7]1[N:12]=[C:11]([NH2:13])[C:10]([O:14][CH2:33][CH2:32][CH2:31][O:30][C:29]2[CH:35]=[CH:36][C:26]([C:23]3[CH:22]=[CH:21][C:20]([Cl:19])=[CH:25][CH:24]=3)=[CH:27][CH:28]=2)=[C:9]([CH3:15])[N:8]=1 |f:0.1,2.3,6.7|. Reported procedure: 2,4-Diamino-5-hydroxy-6-methylpyrimidine dihydrogen sulphate (137.5 g) was added to a stirred solution of sodium methoxide [prepared by dissolving sodium (39.8 g) in anhydrous methanol (2350 ml)]. The stirred mixture was heated at reflux for 30 minutes and then for a further 150 minutes during the gradual addition of a solution of 3-[4-(4-chlorophenyl)-phenoxy]propyl bromide (188 g) in anhydrous tetrahydrofuran (940 ml) and then the mixture was stirred and heated at reflux for a further 18 hours... Reactants: N\C(=C/C(=O)NC1=CC(=C(C=C1)N1CCOCC1)Cl)\C ((Z)-3-amino-N-(3-chloro-4-morpholinophenyl)but-2-enamide), C(C)(OCC)(OCC)OCC (triethyl orthoacetate). Run at temperature 150 celsius, time 12 hour. Yields the product ClC=1C=C(C=CC1N1CCOCC1)N1C(=NC(=CC1=O)C)C (3-(3-chloro-4-morpholinophenyl)-2,6-dimethylpyrimidin-4(3H)-one). The yield is 76.0%. As a reaction SMILES: [NH2:1]/[C:2](/[CH3:20])=[CH:3]\[C:4]([NH:6][C:7]1[CH:12]=[CH:11][C:10]([N:13]2[CH2:18][CH2:17][O:16][CH2:15][CH2:14]2)=[C:9]([Cl:19])[CH:8]=1)=[O:5].[C:21](OCC)(OCC)(OCC)[CH3:22]>>[Cl:19][C:9]1[CH:8]=[C:7]([N:6]2[C:4](=[O:5])[CH:3]=[C:2]([CH3:20])[N:1]=[C:21]2[CH3:22])[CH:12]=[CH:11][C:10]=1[N:13]1[CH2:14][CH2:15][O:16][CH2:17][CH2:18]1. Procedure: A mixture of (Z)-3-amino-N-(3-chloro-4-morpholinophenyl)but-2-enamide (2.0 g, 6.76 mmol) and triethyl orthoacetate (20 mL) was stirred at 150° C. for 12 h. The mixture was cooled to rt and concentrated in vacuo. The residue was purified by a silica gel column chromatography (PE/EtOAc (V/V)=1:1) to give the title compound as a pale yellow solid (1.63 g, 76%). The compound was characterized by the following spectroscopic data: The reactants are O=C(Cl)c1ccccc1, CN(C)C=O, Cl, N=C(N)NCCCCC(O)CC(N)=O, O, c1ccncc1. The product is Cl, N=C(N)NCCCCC(CC(N)=O)OC(=O)c1ccccc1. RXN SMILES: [C:27]([c:28]1[cH:29][cH:30][cH:31][cH:32][cH:33]1)(=[O:34])[Cl:35].[CH3:1][N:2]([CH3:3])[CH:4]=[O:5].[ClH:6].[NH:7]([C:8](=[NH:9])[NH2:10])[CH2:11][CH2:12][CH2:13][CH2:14][CH:15]([CH2:16][C:17](=[O:18])[NH2:19])[OH:20].[OH2:36].[cH:21]1[cH:22][cH:23][n:24][cH:25][cH:26]1>>[ClH:35].[NH:7]([C:8](=[NH:9])[NH2:10])[CH2:11][CH2:12][CH2:13][CH2:14][CH:15]([CH2:16][C:17](=[O:18])[NH2:19])[O:20][C:27]([c:28]1[cH:29][cH:30][cH:31][cH:32][cH:33]1)=[O:34]. Starting materials: S(=O)(=O)(O)O.N1=CNC2=C1C=CC(=C2)C(=O)OC (methyl benzimidazole-5-carboxylate sulfate). The reagents and catalysts are [C].[Pd] (palladium carbon). The solvent is C(C)(=O)O (acetic acid). Run at time 5 hour. The product is S(=O)(=O)(O)O.N1=CNC2=C1CCC(C2)C(=O)OC (methyl 4,5,6,7-tetrahydrobenzimidazole-5-carboxylate sulfate). Isolated yield 101.0%. As a reaction SMILES: [S:1]([OH:5])([OH:4])(=[O:3])=[O:2].[N:6]1[C:10]2[CH:11]=[CH:12][C:13]([C:15]([O:17][CH3:18])=[O:16])=[CH:14][C:9]=2[NH:8][CH:7]=1>C(O)(=O)C.[C].[Pd]>[S:1]([OH:5])([OH:4])(=[O:3])=[O:2].[N:6]1[C:10]2[CH2:11][CH2:12][CH:13]([C:15]([O:17][CH3:18])=[O:16])[CH2:14][C:9]=2[NH:8][CH:7]=1 |f:0.1,3.4,5.6|. Reported procedure: In an autoclave 40.0 g of methyl benzimidazole-5-carboxylate sulfate was dissolved in 600 ml of acetic acid and hydrogenation was carried out at 80° C. for 5 hours under 60 atms using 11 g of 10% palladium carbon as a catalyst. After the catalyst was filtered off, the mother liquor was concentrated under reduced pressure, 41.0 g (yield, 101%) of oily methyl 4,5,6,7-tetrahydrobenzimidazole-5-carboxylate sulfate was obtained. ##STR39## The reactants are CC(C)([O-])C.[K+] (potassium tert-butoxide), C(#N)CP(OCC)(OCC)=O (diethyl cyanomethylphosphonate), O=C1CC(C1)C(=O)OC (methyl 3-oxocyclobutanecarboxylate). Run in O1CCCC1 (tetrahydrofuran), O1CCCC1 (tetrahydrofuran), O1CCCC1 (tetrahydrofuran). Reaction conditions: time 8 hour. Yields the product C(#N)C=C1CC(C1)C(=O)OC (methyl 3-(cyanomethylene)cyclobutanecarboxylate). Yield: 81.3%. As a reaction SMILES: CC(C)([O-])C.[K+].[C:7]([CH2:9]P(=O)(OCC)OCC)#[N:8].O=[C:19]1[CH2:22][CH:21]([C:23]([O:25][CH3:26])=[O:24])[CH2:20]1>O1CCCC1>[C:7]([CH:9]=[C:19]1[CH2:22][CH:21]([C:23]([O:25][CH3:26])=[O:24])[CH2:20]1)#[N:8] |f:0.1|. Reported procedure: To a solution of 1.0000 M of potassium tert-butoxide in tetrahydrofuran (26.7 mL) at 0° C. was added dropwise a solution of diethyl cyanomethylphosphonate (4.53 mL, 0.0280 mol) in tetrahydrofuran (50 mL, 0.6 mol). The reaction was warmed to rt and then cooled at 0° C. again. To the reaction mixture was a solution of methyl 3-oxocyclobutanecarboxylate (3.26 g, 0.0254 mol) in tetrahydrofuran (20 mL, 0.3 mol). The reaction was allowed to warm up to rt and stirred at rt overnight. After quenching wi... The reactants are Cl.NCCC(=O)O (Beta-alanine hydrochloride), CN1CCOCC1 (4-methylmorpholine), FC(CCC(\C=C/C1=CC=C(C(=O)O)C=C1)C=1C=NC(=CC1)C1=CC=C(C=C1)C(F)(F)F)(F)F (cis-4-{6,6,6-Trifluoro-3-[6-(4-trifluoromethyl-phenyl)-pyridin-3-yl]-hex-1-enyl}-benzoic acid), ClC=1C(=NN=NC1OC)OC (chloro-dimethoxy-triazine), CN1CCOCC1 (4-methylmorpholine). Solvent: O (water), C(Cl)Cl (DCM). Run at time 8 hour. Product: COC(CCNC(C1=CC=C(C=C1)\C=C/C(CCC(F)(F)F)C=1C=NC(=CC1)C1=CC=C(C=C1)C(F)(F)F)=O)=O (cis-3-(4-{6,6,6-trifluoro-3-[6-(4-trifluoromethyl-phenyl)-pyridin-3-yl]-hex-1-enyl}-benzoylamino)-propionic acid methyl ester). The yield is 77.8%. Reaction SMILES: [F:1][C:2]([F:34])([F:33])[CH2:3][CH2:4][CH:5]([C:17]1[CH:18]=[N:19][C:20]([C:23]2[CH:28]=[CH:27][C:26]([C:29]([F:32])([F:31])[F:30])=[CH:25][CH:24]=2)=[CH:21][CH:22]=1)/[CH:6]=[CH:7]\[C:8]1[CH:16]=[CH:15][C:11]([C:12](O)=[O:13])=[CH:10][CH:9]=1.Cl[C:36]1[C:37]([O:44][CH3:45])=NN=[N:40][C:41]=1OC.CN1CC[O:50]CC1.Cl.NCCC(O)=O>C(Cl)Cl.O>[CH3:45][O:44][C:37](=[O:50])[CH2:36][CH2:41][NH:40][C:12](=[O:13])[C:11]1[CH:15]=[CH:16][C:8](/[CH:7]=[CH:6]\[CH:5]([C:17]2[CH:18]=[N:19][C:20]([C:23]3[CH:24]=[CH:25][C:26]([C:29]([F:32])([F:31])[F:30])=[CH:27][CH:28]=3)=[CH:21][CH:22]=2)[CH2:4][CH2:3][C:2]([F:1])([F:33])[F:34])=[CH:9][CH:10]=1 |f:3.4|. Reported procedure: The cis-4-{6,6,6-Trifluoro-3-[6-(4-trifluoromethyl-phenyl)-pyridin-3-yl]-hex-1-enyl}-benzoic acid (214 mg, 0.45 mmol), chloro-dimethoxy-triazine (CDMT) (81 mg, 0.46 mmol), and 4-methylmorpholine (50 uL, 0.47 mmol) are combined in anhydrous DCM under nitrogen. The reaction is allowed to stir under nitrogen at room temperature overnight. Beta-alanine hydrochloride (68 mg, 0.49 mmol) and 4-methylmorpholine (100 uL, 0.94 mmol) is then added to the reaction mixture, and allowed to stir at room temper... Run in C(C)(=O)OCC (ethyl acetate). Conditions: temperature 95 celsius, time 18 hour. Yield: 13.4%. Procedure details: A mixture of the amine from example 4 (500 mg, 1.3 mmol), potassium carbonate (480 mg, 3.5 mmol) and 4-chloropyrimidine (300 mg, 2.6 mmol) was stirred at 95° C. for 18 hours. The cooled reaction mixture was diluted with ethyl acetate and the solution was washed with brine (5×), then dried over magnesium sulphate and concentrated under reduced pressure. The crude product was purified by column chromatography on silica gel using dichloromethane:methanol (100:0 to 95:5) as eluant, and the product w... As a reaction SMILES: [Cl:1][C:2]1[CH:27]=[CH:26][C:5]2[N:6]3[C:10]([CH2:11][NH:12][CH2:13][C:4]=2[CH:3]=1)=[N:9][N:8]=[C:7]3[CH:14]1[CH2:19][CH2:18][N:17]([C:20]2[CH:25]=[CH:24][CH:23]=[CH:22][N:21]=2)[CH2:16][CH2:15]1.C(=O)([O-])[O-].[K+].[K+].Cl[C:35]1[CH:40]=[CH:39][N:38]=[CH:37][N:36]=1>C(OCC)(=O)C>[Cl:1][C:2]1[CH:27]=[CH:26][C:5]2[N:6]3[C:10]([CH2:11][N:12]([C:35]4[CH:40]=[CH:39][N:38]=[CH:37][N:36]=4)[CH2:13][C:4]=2[CH:3]=1)=[N:9][N:8]=[C:7]3[CH:14]1[CH2:15][CH2:16][N:17]([C:20]2[CH:25]=[CH:24][CH:23]=[CH:22][N:21]=2)[CH2:18][CH2:19]1 |f:1.2.3|. The product is ClC1=CC2=C(N3C(=NN=C3CN(C2)C2=NC=NC=C2)C2CCN(CC2)C2=NC=CC=C2)C=C1 (8-Chloro-5-pyrimidin-4-yl-1-(3,4,5,6-tetrahydro-2H-[1,2′]bipyridinyl-4-yl)-5,6-dihydro-4H-2,3,5,10b-tetraaza-benzo[e]azulene). Starting materials: ClC1=CC2=C(N3C(=NN=C3CNC2)C2CCN(CC2)C2=NC=CC=C2)C=C1 (8-Chloro-1-(3,4,5,6-tetrahydro-2H-[1,2′]bipyridinyl-4-yl)-5,6-dihydro-4H-2,3,5,10b-tetraaza-benzo[e]azulene), C([O-])([O-])=O.[K+].[K+] (potassium carbonate), ClC1=NC=NC=C1 (4-chloropyrimidine).